This data is from the Open Reaction Database (ORD), a public repository of structured organic reaction records. The task is: describe an organic reaction: reactants, conditions, products, and yield Reaction SMILES: [C:1]([CH:4]1[CH2:13][C:12](=O)[C:11]2[C:6](=[CH:7][C:8](Cl)=[CH:9][C:10]=2Cl)[NH:5]1)([OH:3])=[O:2].[ClH:17].[NH2:18][OH:19].N1C=CC=C[CH:21]=1.[ClH:26]>CO>[Cl:17][C:10]1[CH:9]=[C:8]([Cl:26])[CH:7]=[C:6]2[C:11]=1[C:12](=[N:18][OH:19])[CH2:13][CH:4]([C:1]([O:3][CH3:21])=[O:2])[NH:5]2 |f:1.2|. The solvent is CO (methanol), CO (methanol). Run at time 17 hour. The product is ClC1=C2C(CC(NC2=CC(=C1)Cl)C(=O)OC)=NO (5,7-Dichloro-4-hydroxyimino-2-methoxycarbonyl-1,2,3,4-tetrahydroquinoline). Starting materials: C(=O)(O)C1NC2=CC(=CC(=C2C(C1)=O)Cl)Cl (2-carboxy-5,7-dichloro-4-oxo-1,2,3,4-tetrahydroquinoline), Cl.NO (hydroxylamine hydrochloride), Cl (hydrogen chloride), N1=CC=CC=C1 (pyridine). Procedure: To a solution of 2-carboxy-5,7-dichloro-4-oxo-1,2,3,4-tetrahydroquinoline (Example 1) (14.85 g, 57.1 mmol) in methanol (300 ml) was added hydroxylamine hydrochloride (4.17 g, 60.0 mmol) followed by dry pyridine (4.85 ml, 60.0 mmol) and the resulting mixture was heated at reflux under an atmosphere of nitrogen for 2 hours. The mixture was then cooled, and a solution of methanol saturated with hydrogen chloride (50 ml) was added and the reaction was stirred at room temperature under an atmosphere ... Starting materials: B(Br)(Br)Br (boron tribromide), FC1=CC(=C(C=O)C=C1F)OC (4,5-difluoro-2-methoxybenzaldehyde), ice water. The solvent is ClCCl (dichloromethane), ClCCl (dichloromethane). Reaction conditions: time 16 hour. Product: FC1=CC(=C(C=O)C=C1F)O (4,5-difluoro-2-hydroxybenzaldehyde). Yield: 94.8%. RXN SMILES: [F:1][C:2]1[C:9]([F:10])=[CH:8][C:5]([CH:6]=[O:7])=[C:4]([O:11]C)[CH:3]=1.B(Br)(Br)Br>ClCCl>[F:1][C:2]1[C:9]([F:10])=[CH:8][C:5]([CH:6]=[O:7])=[C:4]([OH:11])[CH:3]=1. Procedure details: A solution of 5.8 g (33.7 mmol) of 4,5-difluoro-2-methoxybenzaldehyde in 400 ml of anhydrous dichloromethane was treated dropwise at -70° while stirring over a period of 10 minutes with 37 ml (37 mmol) of a 1 M boron tribromide solution in dichloromethane. Subsequently, the mixture was stirred at room temperature for 16 hours, poured on to 400 ml of ice-water and the phases were separated. The aqueous phase was extracted once with 400 ml of dichloromethane and the combined organic phases were wa... Starting materials: COC=1C=CC2=C(SC(=C2)C)C1 (6-methoxy-2-methylbenzo[b]thiophene), B(Br)(Br)Br (BBr3). Yields the product OC=1C=CC2=C(SC(=C2)C)C1 (6-hydroxy-2-methylbenzo[b]thiophene). Yield: 93.2%. Reaction SMILES: C[O:2][C:3]1[CH:4]=[CH:5][C:6]2[CH:10]=[C:9]([CH3:11])[S:8][C:7]=2[CH:12]=1.B(Br)(Br)Br>>[OH:2][C:3]1[CH:4]=[CH:5][C:6]2[CH:10]=[C:9]([CH3:11])[S:8][C:7]=2[CH:12]=1. Procedure: This material was prepared from 6-methoxy-2-methylbenzo[b]thiophene 1b (2.92 g, 16.4 mmole) by treatment with BBr3 in a manner as previously described for example 1d to give 2.51 g (93%) of a white solid. 1H NMR (DMSO-d6) δ9.43 (1H, s), 7.47 (1H, d, J=8.5 Hz), 7.14 (1H, d, J=2.2 Hz), 6.92 (1H, s), 6.78 (1H, dd, J=2.2, 8.5 Hz), 2.46 (3H, s). Anal. Calcd. for C9H8OS: C, 65.82; H, 4.91; S, 19.53. Found: C, 65.96; H, 5.11; S, 19.69. Reactants: CCn1cc(C(=O)O)c(=O)c2cc(F)c(Cl)cc21, c1ccncc1, c1coc(C2CNCCN2)c1. Product: CCn1cc(C(=O)O)c(=O)c2cc(F)c(N3CCNC(c4ccco4)C3)cc21. Reaction SMILES: [Cl:12][c:13]1[c:14]([F:29])[cH:15][c:16]2[c:17](=[O:28])[c:18]([C:25](=[O:26])[OH:27])[cH:19][n:20]([CH2:23][CH3:24])[c:21]2[cH:22]1.[cH:30]1[cH:31][cH:32][n:33][cH:34][cH:35]1.[o:1]1[c:2]([CH:6]2[NH:7][CH2:8][CH2:9][NH:10][CH2:11]2)[cH:3][cH:4][cH:5]1>>[o:1]1[c:2]([CH:6]2[NH:7][CH2:8][CH2:9][N:10]([c:13]3[c:14]([F:29])[cH:15][c:16]4[c:17](=[O:28])[c:18]([C:25](=[O:26])[OH:27])[cH:19][n:20]([CH2:23][CH3:24])[c:21]4[cH:22]3)[CH2:11]2)[cH:3][cH:4][cH:5]1.